From a dataset of the Open Reaction Database (ORD), a public repository of structured organic reaction records. describe an organic reaction: reactants, conditions, products, and yield The reactants are ClC1=CC=C(C(=O)NCCC2=CC=C(OC(C(=O)O[C@@H]3CC(C[C@H](C3)C)(C)C)(C)C)C=C2)C=C1 ((TRANS) 3,3,5-TRIMETHYLCYCLOHEXYL 2-(4-(2-(4-CHLOROBENZAMIDO)ETHYL)PHENOXY)-2-METHYLPROPIONATE). Run in [K+].[Br-] (KBr). The product is ClC1=CC=C(C(=O)NCCC2=CC=C(OC(C(=O)O[C@@H]3CC(C[C@@H](C3)C)(C)C)(C)C)C=C2)C=C1 ((CIS) 3,3,5-TRIMETHYLCYCLOHEXYL 2-(4-(2-(4-CHLOROBENZAMIDO)ETHYL)PHENOXY)-2-METHYLPROPIONATE). Reaction SMILES: [Cl:1][C:2]1[CH:34]=[CH:33][C:5]([C:6]([NH:8][CH2:9][CH2:10][C:11]2[CH:32]=[CH:31][C:14]([O:15][C:16]([CH3:30])([CH3:29])[C:17]([O:19][C@H:20]3[CH2:25][C@H:24]([CH3:26])[CH2:23][C:22]([CH3:28])([CH3:27])[CH2:21]3)=[O:18])=[CH:13][CH:12]=2)=[O:7])=[CH:4][CH:3]=1>[K+].[Br-]>[Cl:1][C:2]1[CH:3]=[CH:4][C:5]([C:6]([NH:8][CH2:9][CH2:10][C:11]2[CH:32]=[CH:31][C:14]([O:15][C:16]([CH3:29])([CH3:30])[C:17]([O:19][C@H:20]3[CH2:25][C@@H:24]([CH3:26])[CH2:23][C:22]([CH3:27])([CH3:28])[CH2:21]3)=[O:18])=[CH:13][CH:12]=2)=[O:7])=[CH:33][CH:34]=1 |f:1.2|. Reported procedure: The reaction is carried out under the same conditions as in Example 3 and with the same proportions of reactants. After chromatography on a silica column, the product can be recrystallized from ethyl acetate to give the title derivative in the form of white crystals melting at 122° C. (capillary). Thin layer chromatography under the conditions already described shows a single spot whose Rf of 0.2 is identical to that of the product of Example 3. The IR spectrum run in KBr has the same principal ... Starting materials: COP(OC)(=O)C(C(CC(=O)OC)C(=O)OC)C(=O)OC (1,2,3-tricarbomethoxy-propane-1-phosphonic acid dimethyl ester), Cl (hydrochloric acid), CCl (methyl chloride). The solvent is CO (methanol). Yields the product C(=O)(O)C(C(CC(=O)O)C(=O)O)P(O)(=O)O (1,2,3-tricarboxy-propane-1-phosphonic acid). RXN SMILES: C[O:2][P:3]([CH:7]([C:18]([O:20]C)=[O:19])[CH:8]([C:14]([O:16]C)=[O:15])[CH2:9][C:10]([O:12]C)=[O:11])(=[O:6])[O:4]C.Cl.CCl>CO>[C:18]([CH:7]([P:3]([OH:4])(=[O:2])[OH:6])[CH:8]([C:14]([OH:16])=[O:15])[CH2:9][C:10]([OH:12])=[O:11])([OH:20])=[O:19]. Reported procedure: The ester thus obtained and 100 cc of concentrated hydrochloric acid were heated to boiling temperature (which increased from 75° to 105° C) while methyl chloride and methanol originating from the hydrolysis were distilled off. After the hydrolysis was complete, the reaction solution was evaporated under vacuum to dryness (maximum base temperature = 120° C) and diluted with water so as to obtain a solution of 50% strength.